Task: describe an organic reaction: reactants, conditions, products, and yield. Dataset: the Open Reaction Database (ORD), a public repository of structured organic reaction records The reactants are C1CCOC1, COc1ccccc1-c1nn(COC(=O)C(C)(C)C)c2ncc(C3OC(C)(C)C(C)(C)O3)cc12, CN(C)C(=O)c1cc(Br)ccc1N. Product: COc1ccccc1-c1nn(COC(=O)C(C)(C)C)c2ncc(-c3ccc(N)c(C(=O)N(C)C)c3)cc12. Reaction SMILES: [CH2:48]1[O:49][CH2:50][CH2:51][CH2:52]1.[CH3:1][O:2][c:3]1[c:4](-[c:9]2[n:10][n:11]([CH2:27][O:28][C:29]([C:30]([CH3:31])([CH3:32])[CH3:33])=[O:34])[c:12]3[n:13][cH:14][c:15]([CH:18]4[O:19][C:20]([CH3:21])([CH3:22])[C:23]([CH3:24])([CH3:25])[O:26]4)[cH:16][c:17]23)[cH:5][cH:6][cH:7][cH:8]1.[NH2:35][c:36]1[c:37]([C:38](=[O:39])[N:40]([CH3:41])[CH3:42])[cH:43][c:44]([Br:47])[cH:45][cH:46]1>>[CH3:1][O:2][c:3]1[c:4](-[c:9]2[n:10][n:11]([CH2:27][O:28][C:29]([C:30]([CH3:31])([CH3:32])[CH3:33])=[O:34])[c:12]3[n:13][cH:14][c:15](-[c:44]4[cH:43][c:37]([C:38](=[O:39])[N:40]([CH3:41])[CH3:42])[c:36]([NH2:35])[cH:46][cH:45]4)[cH:16][c:17]23)[cH:5][cH:6][cH:7][cH:8]1. Reactants: C([O-])([O-])=O.[K+].[K+] (potassium carbonate), C(C)[SiH](CC)CC (triethylsilane), BF3 ·Et2O, COC=1C=C(C(=O)[C@@H]2N(CCC2)C(C(F)(F)F)=O)C=CC1OC ((R)-2-(3,4-dimethoxybenzoyl)-1-trifluoroacetylpyrrolidine). Run in C(Cl)Cl (CH2Cl2), C(Cl)Cl (CH2Cl2). Run at time 3 day. The product is COC=1C=C(C[C@@H]2N(CCC2)C(C(F)(F)F)=O)C=CC1OC ((R)-2-(3,4-dimethoxybenzyl)-1-trifluoroacetylpyrrolidine). Yield: 67.2%. As a reaction SMILES: [CH3:1][O:2][C:3]1[CH:4]=[C:5]([CH:19]=[CH:20][C:21]=1[O:22][CH3:23])[C:6]([C@H:8]1[CH2:12][CH2:11][CH2:10][N:9]1[C:13](=[O:18])[C:14]([F:17])([F:16])[F:15])=O.C([SiH](CC)CC)C.C(=O)([O-])[O-].[K+].[K+]>C(Cl)Cl>[CH3:1][O:2][C:3]1[CH:4]=[C:5]([CH:19]=[CH:20][C:21]=1[O:22][CH3:23])[CH2:6][C@H:8]1[CH2:12][CH2:11][CH2:10][N:9]1[C:13](=[O:18])[C:14]([F:17])([F:15])[F:16] |f:2.3.4|. Procedure details: (R)-2-(3,4-dimethoxybenzoyl)-1-trifluoroacetylpyrrolidine (4.9 g, 0.015 mol) was dissolved in 50 mL dry CH2Cl2 in a 500 mL round-bottom flask. To the solution was added triethylsilane (20 g, 0.172 mol) and BF3 ·Et2O (50 mL). The reaction mixture was stirred at room temperature for 3 days, after which time a saturated aqueous solution of potassium carbonate was added cautiously in a dropwise manner. When no more gas was evolved, 100 mL CH2Cl2 was added. The mixture was then shaken. The triphasic ... Reactants: C(C)N(CCN(C(CCOCCC1=CC=CC2=CC=CC=C12)=O)CCNCCC1=CC=C(C=2NC(SC21)=O)O)CC (N-[2-(Diethylamino)ethyl]-N-(2-{[2-(4-hydroxy-2-oxo-2,3-dihydro-1,3-benzothiazol-7-yl)ethyl]amino}ethyl)-3-[2-(1-naphthyl)ethoxy]propanamide), Br (hydrobromic acid). Run in C(C)O (ethanol). Product: Br.Br.C(C)N(CCN(C(CCOCCC1=CC=CC2=CC=CC=C12)=O)CCNCCC1=CC=C(C=2NC(SC21)=O)O)CC (N-[2-(Diethylamino)ethyl]-N-(2-{[2-(4-hydroxy-2-oxo-2,3-dihydro-1,3-benzothiazol-7-yl)ethyl]amino}ethyl)-3-[2-(1-naphthyl)ethoxy]propanamide dihydrobromide). Reaction SMILES: [CH2:1]([N:3]([CH2:40][CH3:41])[CH2:4][CH2:5][N:6]([CH2:24][CH2:25][NH:26][CH2:27][CH2:28][C:29]1[C:37]2[S:36][C:35](=[O:38])[NH:34][C:33]=2[C:32]([OH:39])=[CH:31][CH:30]=1)[C:7](=[O:23])[CH2:8][CH2:9][O:10][CH2:11][CH2:12][C:13]1[C:22]2[C:17](=[CH:18][CH:19]=[CH:20][CH:21]=2)[CH:16]=[CH:15][CH:14]=1)[CH3:2].[BrH:42]>C(O)C>[BrH:42].[BrH:42].[CH2:40]([N:3]([CH2:1][CH3:2])[CH2:4][CH2:5][N:6]([CH2:24][CH2:25][NH:26][CH2:27][CH2:28][C:29]1[C:37]2[S:36][C:35](=[O:38])[NH:34][C:33]=2[C:32]([OH:39])=[CH:31][CH:30]=1)[C:7](=[O:23])[CH2:8][CH2:9][O:10][CH2:11][CH2:12][C:13]1[C:22]2[C:17](=[CH:18][CH:19]=[CH:20][CH:21]=2)[CH:16]=[CH:15][CH:14]=1)[CH3:41] |f:3.4.5|. Procedure: N-[2-(Diethylamino)ethyl]-N-(2-{[2-(4-hydroxy-2-oxo-2,3-dihydro-1,3-benzothiazol-7-yl)ethyl]amino}ethyl)-3-[2-(1-naphthyl)ethoxy]propanamide (0.052 g) was dissolved in ethanol (1.5 mL) and treated with 48% hydrobromic acid (21 μl). The white solid dihydrobromide salt (0.058 g) was collected by filtration. Reactants: CCOCC, CC(C)O, ClCCCOc1ccc2c(Cl)ncnc2c1, CC(C)(C)OC(=O)Cn1cc(N)cn1. Yields the product Cl, CC(C)(C)OC(=O)Cn1cc(Nc2ncnc3cc(OCCCCl)ccc23)cn1. RXN SMILES: [CH3:35][CH2:36][O:37][CH2:38][CH3:39].[CH:31]([OH:32])([CH3:33])[CH3:34].[Cl:15][c:16]1[n:17][cH:18][n:19][c:20]2[cH:21][c:22]([O:26][CH2:27][CH2:28][CH2:29][Cl:30])[cH:23][cH:24][c:25]12.[NH2:1][c:2]1[cH:3][n:4][n:5]([CH2:7][C:8](=[O:9])[O:10][C:11]([CH3:12])([CH3:13])[CH3:14])[cH:6]1>>[ClH:15].[NH:1]([c:2]1[cH:3][n:4][n:5]([CH2:7][C:8](=[O:9])[O:10][C:11]([CH3:12])([CH3:13])[CH3:14])[cH:6]1)[c:16]1[n:17][cH:18][n:19][c:20]2[cH:21][c:22]([O:26][CH2:27][CH2:28][CH2:29][Cl:30])[cH:23][cH:24][c:25]12. The reactants are CN(C)C=O, CS(C)=O, Cl, O=c1[nH]c2c(n3ccnc13)C(=NO)c1ccccc1-2. The product is O=C1c2ccccc2-c2[nH]c(=O)c3nccn3c21. Reaction SMILES: [CH3:21][N:22]([CH3:23])[CH:25]=[O:24].[CH3:26][S:27](=[O:28])[CH3:29].[ClH:20].[OH:1][N:2]=[C:3]1[c:4]2[cH:5][cH:6][cH:7][cH:8][c:9]2-[c:10]2[nH:11][c:12](=[O:19])[c:13]3[n:14]([c:15]21)[cH:16][cH:17][n:18]3>>[C:3]1(=[O:24])[c:4]2[cH:5][cH:6][cH:7][cH:8][c:9]2-[c:10]2[nH:11][c:12](=[O:19])[c:13]3[n:14]([c:15]21)[cH:16][cH:17][n:18]3. The reactants are N([C@@H](CC1=CC=C(C=C1)O)C(=O)N[C@H](C)C(=O)NCC(=O)N[C@@H](CC1=CC=CC=C1)C(=O)N1[C@H](C(=O)O)CCC1)C(=O)OCC1=CC=CC=C1 (Z-Tyr-D-Ala-Gly-Phe-Pro-OH), CO (methanol). Reagents/catalysts: [Pd] (palladium). Run in CN(C=O)C (dimethyl formamide). The product is N[C@@H](CC1=CC=C(C=C1)O)C(=O)N[C@H](C)C(=O)NCC(=O)N[C@@H](CC1=CC=CC=C1)C(=O)N1[C@H](C(=O)O)CCC1 (L-tyrosyl-D-alanyl-glycyl-L-phenylalanyl-L-proline). As a reaction SMILES: [NH:1](C(OCC1C=CC=CC=1)=O)[C@H:2]([C:11]([NH:13][C@@H:14]([C:16]([NH:18][CH2:19][C:20]([NH:22][C@H:23]([C:31]([N:33]1[CH2:40][CH2:39][CH2:38][C@H:34]1[C:35]([OH:37])=[O:36])=[O:32])[CH2:24][C:25]1[CH:30]=[CH:29][CH:28]=[CH:27][CH:26]=1)=[O:21])=[O:17])[CH3:15])=[O:12])[CH2:3][C:4]1[CH:9]=[CH:8][C:7]([OH:10])=[CH:6][CH:5]=1.CO>[Pd].CN(C)C=O>[NH2:1][C@H:2]([C:11]([NH:13][C@@H:14]([C:16]([NH:18][CH2:19][C:20]([NH:22][C@H:23]([C:31]([N:33]1[CH2:40][CH2:39][CH2:38][C@H:34]1[C:35]([OH:37])=[O:36])=[O:32])[CH2:24][C:25]1[CH:30]=[CH:29][CH:28]=[CH:27][CH:26]=1)=[O:21])=[O:17])[CH3:15])=[O:12])[CH2:3][C:4]1[CH:5]=[CH:6][C:7]([OH:10])=[CH:8][CH:9]=1. Procedure: The solution of 2.06 g. (3 mmoles) of Z-Tyr-D-Ala-Gly-Phe-Pro-OH (3rd step of Example 5) in a mixture of 40 ml. of methanol and 10 ml. of dimethyl formamide are hydrogenated in the presence of palladium as catalyst. At the end of the reaction the catalyst is filtered off, washed with a 1:1 mixture of methanol and dimethyl formamide, the combined solutions are evaporated, the residue is rubbed with ether, filtered, washed with ether, dried, redissolved in 4 ml. of ethanol and precipitated with et... The reactants are [N+](=O)([O-])C=1C=CC2=C(CCC(CC2)=O)C1 (2-nitro-5,6,8,9-tetrahydrobenzocyclohepten-7-one), CN1CCNCC1 (1-methyl piperazine). The product is CN1CCN(CC1)C1CCC2=C(CC1)C=C(C=C2)[N+](=O)[O-] (1-Methyl-4-(2-nitro-6,7,8,9-tetrahydro-5H-benzocyclohepten-7-yl)-piperazine). Reaction SMILES: [N+:1]([C:4]1[CH:5]=[CH:6][C:7]2[CH2:13][CH2:12][C:11](=O)[CH2:10][CH2:9][C:8]=2[CH:15]=1)([O-:3])=[O:2].[CH3:16][N:17]1[CH2:22][CH2:21][NH:20][CH2:19][CH2:18]1>>[CH3:16][N:17]1[CH2:22][CH2:21][N:20]([CH:11]2[CH2:10][CH2:9][C:8]3[CH:15]=[C:4]([N+:1]([O-:3])=[O:2])[CH:5]=[CH:6][C:7]=3[CH2:13][CH2:12]2)[CH2:19][CH2:18]1. Procedure: 1-Methyl-4-(2-nitro-6,7,8,9-tetrahydro-5H-benzocyclohepten-7-yl)-piperazine was prepared from 2-nitro-5,6,8,9-tetrahydrobenzocyclohepten-7-one and 1-methyl piperazine in a similar manner to Example 178a. Product was isolated as a brown solid.